Dataset: the Open Reaction Database (ORD), a public repository of structured organic reaction records. Task: describe an organic reaction: reactants, conditions, products, and yield Starting materials: N1=C(C=CC2=CC=CC=C12)/C=C/C=O ((E)-3-(2-Quinolinyl)-2-propenal), C(C)(=O)[O-] (acetate), C1=CC=CC=C1 (benzene). Yields the product N1=C(C=CC2=CC=CC=C12)/C=C/C=C/C(=O)OC (Methyl (2E,4E)-5-(2-quinolinyl)-2,4-pentadienoate). Isolated yield 56.0%. RXN SMILES: [N:1]1[C:10]2[C:5](=[CH:6][CH:7]=[CH:8][CH:9]=2)[CH:4]=[CH:3][C:2]=1/[CH:11]=[CH:12]/[CH:13]=O.[C:15]([O-:18])(=[O:17])[CH3:16].[CH:19]1C=CC=CC=1>>[N:1]1[C:10]2[C:5](=[CH:6][CH:7]=[CH:8][CH:9]=2)[CH:4]=[CH:3][C:2]=1/[CH:11]=[CH:12]/[CH:13]=[CH:16]/[C:15]([O:18][CH3:19])=[O:17]. Procedure details: A solution of (E)-3-(2-quinolinyl)-2-propenal (23) and methyl (triphenylphrophoranylidene) acetate (1.10 g, 3.27 mmol) in benzene (15 ml) was stirred for 6 hours at room temperature. The solvent was evaporated in vacuo and the residue was chromatographed on silica gel with diethyl ether-petrol ether (1:2) as eluent to give the title compound (0.44 g, 56%). 1H NMR (DMSO-d6, HMDSO), δ: 3.72 (3H, s); 6.32 (1H, d, J=16.0 Hz); 7.45 (1H, d, J=10.0 Hz); 7:52-4.85 (5H, m); 7.85-7.18 (2H, m); 8.35 (1H, d... The solvent is C(Cl)Cl (DCM). As a reaction SMILES: [CH3:1][C:2]1[N:3]=[C:4]2[N:8]([C:9]=1[C:10]([NH:12][C@@H:13]1[CH2:18][CH2:17][CH2:16][N:15](C(O)=O)[CH2:14]1)=[O:11])[CH:7]=[CH:6][S:5]2.C(O)(C(F)(F)F)=O>C(Cl)Cl>[NH:15]1[CH2:16][CH2:17][CH2:18][C@@H:13]([NH:12][C:10]([C:9]2[N:8]3[C:4]([S:5][CH:6]=[CH:7]3)=[N:3][C:2]=2[CH3:1])=[O:11])[CH2:14]1. Yields the product N1C[C@@H](CCC1)NC(=O)C1=C(N=C2SC=CN21)C ((R)-6-methyl-imidazo[2,1-b]-thiazole-5-carboxylic acid-piperidin-3-ylamide), bis-trifluoroacetate. Procedure: To a cold (˜0° C.) solution of (R)-3-[(6-methyl-imidazo[2,1-b]thiazole-5-carbonyl)-amino]-piperidine-1-carboxylic acid tent-butyl ester (1.47 g) in dry DCM (30 mL) was added slowly TFA (4.63 mL). The reaction mixture was stirred at RT for 20 h, 5 eq more of TFA (4.63 mL) was added and the stirring was continued for 2 h. The reaction was concentrated in vacuo to yield the title compound as a bis-trifluoroacetate salt which was used for the next step without further purification. Conditions: time 20 hour. Reactants: CC=1N=C2SC=CN2C1C(=O)N[C@H]1CN(CCC1)C(=O)O ((R)-3-[(6-methyl-imidazo[2,1-b]thiazole-5-carbonyl)-amino]-piperidine-1-carboxylic acid), butyl ester, C(=O)(C(F)(F)F)O (TFA), C(=O)(C(F)(F)F)O (TFA). Isolated yield 74.6%. The reagents and catalysts are [Ru](=O)(=O)(=O)[O-].C(CC)[N+](CCC)(CCC)CCC (tetrapropylammoniumperruthenate). Solvent: ClCCl (dichloromethane). Reactants: [Si](C1=CC=CC=C1)(C1=CC=CC=C1)(C(C)(C)C)OCC(CO)=C (2-t-butyldiphenylsilyloxymethyl-2-propene-1-ol), powder, N-methylmorpholine-N-oxyde. The product is [Si](C1=CC=CC=C1)(C1=CC=CC=C1)(C(C)(C)C)OCC(C=O)=C (2-t-Butyldiphenylsilyloxymethyl-2-propenal). RXN SMILES: [Si:1]([O:18][CH2:19][C:20](=[CH2:23])[CH2:21][OH:22])([C:14]([CH3:17])([CH3:16])[CH3:15])([C:8]1[CH:13]=[CH:12][CH:11]=[CH:10][CH:9]=1)[C:2]1[CH:7]=[CH:6][CH:5]=[CH:4][CH:3]=1>ClCCl.[Ru]([O-])(=O)(=O)=O.C([N+](CCC)(CCC)CCC)CC>[Si:1]([O:18][CH2:19][C:20](=[CH2:23])[CH:21]=[O:22])([C:14]([CH3:16])([CH3:17])[CH3:15])([C:8]1[CH:9]=[CH:10][CH:11]=[CH:12][CH:13]=1)[C:2]1[CH:3]=[CH:4][CH:5]=[CH:6][CH:7]=1 |f:2.3|. Procedure details: A mixture of 2-t-butyldiphenylsilyloxymethyl-2-propene-1-ol (25.5 g, 86.7 mmol), molecular sieves in powder (26 g), N-methylmorpholine-N-oxyde (15.3 g, 130 mmol) and tetrapropylammoniumperruthenate (1.5 g, 4 mmol) in anhydrous dichloromethane (400 ml) is stirred overnight at 20° C. Then the reaction mixture is concentrated in vacuo and purified by flash chromatography on silica gel to give the title product (21 g, 83%). Conditions: temperature 20 celsius, time 8 hour. Reactants: CC(=O)O, Cc1noc(=O)c2ccc(NC(=O)C(O)(CC(C)(C)c3cc(F)ccc3[N+](=O)[O-])C(F)(F)F)cc12, [Fe], C1CCOC1. Yields the product Cc1noc(=O)c2ccc(NC(=O)C(O)(CC(C)(C)c3cc(F)ccc3N)C(F)(F)F)cc12. RXN SMILES: [CH3:41][C:42](=[O:43])[OH:44].[F:1][c:2]1[cH:3][cH:4][c:5]([N+:33]([O-:34])=[O:35])[c:6]([C:8]([CH2:9][C:10]([C:11](=[O:12])[NH:13][c:14]2[cH:15][cH:16][c:17]3[c:18]([c:19]([CH3:24])[n:20][o:21][c:22]3=[O:23])[cH:25]2)([C:26]([F:27])([F:28])[F:29])[OH:30])([CH3:31])[CH3:32])[cH:7]1.[Fe:45].[O:36]1[CH2:37][CH2:38][CH2:39][CH2:40]1>>[F:1][c:2]1[cH:3][cH:4][c:5]([NH2:33])[c:6]([C:8]([CH2:9][C:10]([C:11](=[O:12])[NH:13][c:14]2[cH:15][cH:16][c:17]3[c:18]([c:19]([CH3:24])[n:20][o:21][c:22]3=[O:23])[cH:25]2)([C:26]([F:27])([F:28])[F:29])[OH:30])([CH3:31])[CH3:32])[cH:7]1. The reactants are C(C)(=O)OC1=C(C(=O)OC)C=C(C=C1C)C#CCO (methyl 2-(acetyloxy)-5-(3-hydroxyprop-1-yn-1-yl)-3-methylbenzoate). The reagents and catalysts are [Pd] (palladium on carbon). Run in CCOC(=O)C (EtOAc). Conditions: time 3 day. Product: C(C)(=O)OC1=C(C(=O)OC)C=C(C=C1C)\C=C/CO (methyl 2-(acetyloxy)-5-[(1Z)-3-hydroxyprop-1-en-1-yl]-3-methylbenzoate). RXN SMILES: [C:1]([O:4][C:5]1[C:14]([CH3:15])=[CH:13][C:12]([C:16]#[C:17][CH2:18][OH:19])=[CH:11][C:6]=1[C:7]([O:9][CH3:10])=[O:8])(=[O:3])[CH3:2]>[Pd].CCOC(C)=O>[C:1]([O:4][C:5]1[C:14]([CH3:15])=[CH:13][C:12](/[CH:16]=[CH:17]\[CH2:18][OH:19])=[CH:11][C:6]=1[C:7]([O:9][CH3:10])=[O:8])(=[O:3])[CH3:2]. Reported procedure: A suspension of methyl 2-(acetyloxy)-5-(3-hydroxyprop-1-yn-1-yl)-3-methylbenzoate (0.417 g, 1.590 mmol) and palladium on carbon (170 mg, 1.597 mmol) in EtOAc (20 mL) was stirred at room temperature under a balloon atmosphere of H2 for 3 days. The reaction mixture was filtered through a plug of Celite and washed through with EtOAc (3×30 mL). The filtrate was concentrated in vacuo to give the crude product. This was purified by flash chromatography (Si, 0-20% EtOAc in hexanes over 40 min) to affor... Starting materials: C(C1=CC=CC=C1)OC(NC1CC(CCC1)C=1N(C2=C(C3=CC=CN=C3N(C2=O)C)N1)CC1=C(C=CC=C1)C#N)=O ({3-[3-(2-cyano-benzyl)-5-methyl-4-oxo-4,5-dihydro-3H-1,3,5,6-tetraaza-cyclopenta[a]naphthalen-2-yl]-cyclohexyl}-carbamic acid benzyl ester). Reagents/catalysts: [Pd] (Pd/C). Run in CCO.C1CCOC1 (EtOH THF). Run at time 90 minute. The product is NC1CC(CCC1)C=1N(C2=C(C3=CC=CN=C3N(C2=O)C)N1)CC1=C(C#N)C=CC=C1 (2-[2-(3-amino-cyclohexyl)-5-methyl-4-oxo-4,5-dihydro-1,3,5,6-tetraaza-cyclopenta[a]naphthalen-3-ylmethyl]-benzonitrile). Isolated yield 72.7%. RXN SMILES: C(OC(=O)[NH:10][CH:11]1[CH2:16][CH2:15][CH2:14][CH:13]([C:17]2[N:18]([CH2:32][C:33]3[CH:38]=[CH:37][CH:36]=[CH:35][C:34]=3[C:39]#[N:40])[C:19]3[C:28](=[O:29])[N:27]([CH3:30])[C:26]4[C:21](=[CH:22][CH:23]=[CH:24][N:25]=4)[C:20]=3[N:31]=2)[CH2:12]1)C1C=CC=CC=1>[Pd].CCO.C1COCC1>[NH2:10][CH:11]1[CH2:16][CH2:15][CH2:14][CH:13]([C:17]2[N:18]([CH2:32][C:33]3[CH:38]=[CH:37][CH:36]=[CH:35][C:34]=3[C:39]#[N:40])[C:19]3[C:28](=[O:29])[N:27]([CH3:30])[C:26]4[C:21](=[CH:22][CH:23]=[CH:24][N:25]=4)[C:20]=3[N:31]=2)[CH2:12]1 |f:2.3|. Reported procedure: A solution of {3-[3-(2-cyano-benzyl)-5-methyl-4-oxo-4,5-dihydro-3H-1,3,5,6-tetraaza-cyclopenta[a]naphthalen-2-yl]-cyclohexyl}-carbamic acid benzyl ester (55 mg, 0.10 mmol) in 1:1 EtOH THF (8 mL) was hydrogenated at 1 atm over 10% Pd/C (54 mg, 0.05 mmol) at room temperature. After 90 min, the reaction vessel was purged with nitrogen, and the catalyst was removed by filtration, rinsing with MeOH to provide 2-[2-(3-amino-cyclohexyl)-5-methyl-4-oxo-4,5-dihydro-1,3,5,6-tetraaza-cyclopenta[a]naphthale... Yields the product COc1ccc(C#CC(=O)c2cc(Cl)cc(Cl)c2)cc1. The reactants are C1CCOC1, C#Cc1ccc(OC)cc1, CON(C)C(=O)c1cc(Cl)cc(Cl)c1. As a reaction SMILES: [CH2:25]1[O:26][CH2:27][CH2:28][CH2:29]1.[CH3:1][O:2][c:3]1[cH:4][cH:5][c:6]([C:9]#[CH:10])[cH:7][cH:8]1.[Cl:11][c:12]1[cH:13][c:14]([C:15](=[O:16])[N:17]([O:18][CH3:19])[CH3:20])[cH:21][c:22]([Cl:24])[cH:23]1>>[CH3:1][O:2][c:3]1[cH:4][cH:5][c:6]([C:9]#[C:10][C:15]([c:14]2[cH:13][c:12]([Cl:11])[cH:23][c:22]([Cl:24])[cH:21]2)=[O:16])[cH:7][cH:8]1. Reactants: Cc1ccc(S(=O)(=O)OCC2Cc3cc(-c4cccc(F)c4)cc(F)c3O2)cc1, CN, Cl. Product: CNCC1Cc2cc(-c3cccc(F)c3)cc(F)c2O1. Reaction SMILES: [CH3:2][c:3]1[cH:4][cH:5][c:6]([S:7]([O:8][CH2:13][CH:14]2[O:15][c:16]3[c:17]([cH:19][c:20](-[c:24]4[cH:25][c:26]([F:30])[cH:27][cH:28][cH:29]4)[cH:21][c:22]3[F:23])[CH2:18]2)(=[O:9])=[O:10])[cH:11][cH:12]1.[CH3:31][NH2:32].[ClH:1]>>[CH2:13]([CH:14]1[O:15][c:16]2[c:17]([cH:19][c:20](-[c:24]3[cH:25][c:26]([F:30])[cH:27][cH:28][cH:29]3)[cH:21][c:22]2[F:23])[CH2:18]1)[NH:32][CH3:31].